From a dataset of the Open Reaction Database (ORD), a public repository of structured organic reaction records. describe an organic reaction: reactants, conditions, products, and yield Reactants: CC=1C(NC=C(C1)C)=O (3,5-dimethylpyridin-2(1H)-one), FC1=C(CN2CCN(CC2)C)C=CC(=C1)I (1-(2-fluoro-4-iodobenzyl)-4-methylpiperazine), C(=O)([O-])[O-].[K+].[K+] (K2CO3), CN(C)C=O (DMF). The reagents and catalysts are [Cu]I (CuI). The solvent is C(Cl)Cl (CH2Cl2), O (H2O). Product: FC=1C=C(C=CC1CN1CCN(CC1)C)N1C(C(=CC(=C1)C)C)=O (1-(3-fluoro-4-((4-methylpiperazin-1-yl)methyl)phenyl)-3,5-dimethyl pyridin-2(1H)-one). Isolated yield 37.3%. RXN SMILES: [CH3:1][C:2]1[C:3](=[O:9])[NH:4][CH:5]=[C:6]([CH3:8])[CH:7]=1.[F:10][C:11]1[CH:24]=[C:23](I)[CH:22]=[CH:21][C:12]=1[CH2:13][N:14]1[CH2:19][CH2:18][N:17]([CH3:20])[CH2:16][CH2:15]1.C([O-])([O-])=O.[K+].[K+].CN(C=O)C>[Cu]I.C(Cl)Cl.O>[F:10][C:11]1[CH:24]=[C:23]([N:4]2[CH:5]=[C:6]([CH3:8])[CH:7]=[C:2]([CH3:1])[C:3]2=[O:9])[CH:22]=[CH:21][C:12]=1[CH2:13][N:14]1[CH2:15][CH2:16][N:17]([CH3:20])[CH2:18][CH2:19]1 |f:2.3.4|. Reported procedure: A mixture of 3,5-dimethylpyridin-2(1H)-one (0.07 g, 0.57 mmol), 1-(2-fluoro-4-iodobenzyl)-4-methylpiperazine (0.19 g, 0.57 mmol), K2CO3 (0.08 g, 0.58 mmol), CuI (0.005 g, 0.026 mmol) and DMF (1 mL) was refluxed under N2. The reaction process was monitored by TLC. After the reaction was completed, the mixture was cooled to rt. To the resulting mixture was added H2O (5 mL) and CH2Cl2 (10 mL×3). The organic phase was separated, dried over Na2SO4 and concentrated in vacuo. The residue was purified b...